From a dataset of the Open Reaction Database (ORD), a public repository of structured organic reaction records. describe an organic reaction: reactants, conditions, products, and yield Reactants: CI (Methyl Iodide), BrC=1C=C(C(=C(C(=O)O)C1)O)Cl (5-Bromo-3-chloro-2-hydroxy-benzoic acid), C(=O)([O-])[O-].[Cs+].[Cs+] (Cs2CO3), CN(C)C=O (DMF). The solvent is CCOC(=O)C (EtOAc). Reaction conditions: temperature 50 celsius. The product is COC(C1=C(C(=CC(=C1)Br)Cl)OC)=O (5-Bromo-3-chloro-2-methoxy-benzoic acid methyl ester). Reaction SMILES: [CH3:1]I.[Br:3][C:4]1[CH:5]=[C:6]([Cl:14])[C:7](O)=[C:8]([CH:12]=1)C(O)=O.[C:15]([O-:18])([O-])=[O:16].[Cs+].[Cs+].CN([CH:24]=[O:25])C>CCOC(C)=O>[CH3:1][O:18][C:15](=[O:16])[C:8]1[CH:12]=[C:4]([Br:3])[CH:5]=[C:6]([Cl:14])[C:7]=1[O:25][CH3:24] |f:2.3.4|. Procedure details: Methyl Iodide (3.83 g, 27.04 mmol) was added to a solution of 5-Bromo-3-chloro-2-hydroxy-benzoic acid (1.7 g, 6.76 mmol) and Cs2CO3 (4.83 g, 14.86 mmol) in DMF (10 mL) and heated at 50° C. for 12 h. The reaction mixture was diluted with EtOAc (30 mL) and filtered over celite pad. Filtrate was washed with water, brine and dried over Na2SO4. Solvent was removed and the residue was purified by silicagel column chromagography to get pure 5-Bromo-3-chloro-2-methoxy-benzoic acid methyl ester (1.56 g)